Dataset: the Open Reaction Database (ORD), a public repository of structured organic reaction records. Task: describe an organic reaction: reactants, conditions, products, and yield Starting materials: 34, ClC1=C(C(=CC=C1)Cl)C(NC1=CC2=CC=CC=C2C=C1)C(=O)O ((±)-2-(2,6-dichlorophenyl)-N-(2-naphthyl)glycine), 13.2, CC(C1=CC=CC=C1)N ((-)-α-methylbenzylamine). The solvent is CCOCC (ether), CCOCC (ether). Product: CC(C1=CC=CC=C1)N.ClC1=C(C(=CC=C1)Cl)C(NC1=CC2=CC=CC=C2C=C1)C(=O)O ((-)-2-(2,6-dichlorophenyl)-N-(2-naphthyl)glycine (-)α-methylbenzylamine salt). As a reaction SMILES: [Cl:1][C:2]1[CH:7]=[CH:6][CH:5]=[C:4]([Cl:8])[C:3]=1[CH:9]([C:21]([OH:23])=[O:22])[NH:10][C:11]1[CH:20]=[CH:19][C:18]2[C:13](=[CH:14][CH:15]=[CH:16][CH:17]=2)[CH:12]=1.CC(N)C1C=CC=CC=1>CCOCC>[CH3:21][CH:9]([NH2:10])[C:3]1[CH:4]=[CH:5][CH:6]=[CH:7][CH:2]=1.[Cl:1][C:2]1[CH:7]=[CH:6][CH:5]=[C:4]([Cl:8])[C:3]=1[CH:9]([C:21]([OH:23])=[O:22])[NH:10][C:11]1[CH:20]=[CH:19][C:18]2[C:13](=[CH:14][CH:15]=[CH:16][CH:17]=2)[CH:12]=1 |f:3.4|. Procedure: To a stirred solution of 34 parts of (±)-2-(2,6-dichlorophenyl)-N-(2-naphthyl)glycine in 480 parts of ether is added a solution of 13.2 parts of (-)-α-methylbenzylamine in 80 parts of ether at room temperature. The precipitated product is filtered off and crystallized several times from acetonitrile, till a constant rotation, yielding 0.6 parts of (-)-2-(2,6-dichlorophenyl)-N-(2-naphthyl)glycine (-)α-methylbenzylamine salt; mp. 152.7° C.; αD20 -147.6° (1% in chloroform).